This data is from the Open Reaction Database (ORD), a public repository of structured organic reaction records. The task is: describe an organic reaction: reactants, conditions, products, and yield Starting materials: [BH3-]C#N, C=O, c1ccc2c(c1)CCNC2, [Na+], NC(=O)c1cc(-c2ccncc2)[nH]c1-c1ccc2c(c1)CNCC2. The product is CN1CCc2ccc(-c3[nH]c(-c4ccncc4)cc3C(N)=O)cc2C1. As a reaction SMILES: [C:3]([BH3-:4])#[N:5].[CH2:1]=[O:2].[CH2:7]1[c:8]2[c:9]([cH:10][cH:11][cH:12][cH:13]2)[CH2:14][CH2:15][NH:16]1.[Na+:6].[n:17]1[cH:18][cH:19][c:20](-[c:23]2[cH:24][c:25]([C:38](=[O:39])[NH2:40])[c:26](-[c:28]3[cH:29][cH:30][c:31]4[c:36]([cH:37]3)[CH2:35][NH:34][CH2:33][CH2:32]4)[nH:27]2)[cH:21][cH:22]1>>[CH3:3][N:34]1[CH2:33][CH2:32][c:31]2[cH:30][cH:29][c:28](-[c:26]3[c:25]([C:38](=[O:39])[NH2:40])[cH:24][c:23](-[c:20]4[cH:19][cH:18][n:17][cH:22][cH:21]4)[nH:27]3)[cH:37][c:36]2[CH2:35]1. The reactants are OC=C1C(NC2=CC(=CC=C12)C(=O)C1=CC=C(C=C1)NC(=O)C=1N(N=C(C1)C)CC)=O (2-Ethyl-5-methyl-2H-pyrazole-3-carboxylic acid [4-(3-hydroxymethylene-2-oxo-2,3-dihydro-1H-indole-6-carbonyl)-phenyl]-amide), NC=1C=C(C=CC1)O (3-aminophenol). The solvent is C1CCOC1 (THF). Conditions: temperature 65 celsius, time 24 hour. Yields the product OC=1C=C(C=CC1)NC=C1C(NC2=CC(=CC=C12)C(=O)C1=CC=C(C=C1)NC(=O)C=1N(N=C(C1)C)CC)=O (2-Ethyl-5-methyl-2H-pyrazole-3-carboxylic acid (4-{3-[(3-hydroxy-phenylamino)-methylene]-2-oxo-2,3-dihydro-1H-indole-6-carbonyl}-phenyl)-amide). Isolated yield 19.6%. RXN SMILES: O[CH:2]=[C:3]1[C:11]2[C:6](=[CH:7][C:8]([C:12]([C:14]3[CH:19]=[CH:18][C:17]([NH:20][C:21]([C:23]4[N:24]([CH2:29][CH3:30])[N:25]=[C:26]([CH3:28])[CH:27]=4)=[O:22])=[CH:16][CH:15]=3)=[O:13])=[CH:9][CH:10]=2)[NH:5][C:4]1=[O:31].[NH2:32][C:33]1[CH:34]=[C:35]([OH:39])[CH:36]=[CH:37][CH:38]=1>C1COCC1>[OH:39][C:35]1[CH:34]=[C:33]([NH:32][CH:2]=[C:3]2[C:11]3[C:6](=[CH:7][C:8]([C:12]([C:14]4[CH:15]=[CH:16][C:17]([NH:20][C:21]([C:23]5[N:24]([CH2:29][CH3:30])[N:25]=[C:26]([CH3:28])[CH:27]=5)=[O:22])=[CH:18][CH:19]=4)=[O:13])=[CH:9][CH:10]=3)[NH:5][C:4]2=[O:31])[CH:38]=[CH:37][CH:36]=1. Reported procedure: A small screw cap test tube was charged with 2-Ethyl-5-methyl-2H-pyrazole-3-carboxylic acid [4-(3-hydroxymethylene-2-oxo-2,3-dihydro-1H-indole-6-carbonyl)-phenyl]-amide (as prepared in Example 15, 100 mg, 0.240 mmol) and THF (2 mL). To the resulting solution was added 3-aminophenol (28.8 mg, 0.264 mmol), and the mixture was stirred for 24 h at 65° C. Subsequently, the reaction mixture was cooled to room temperature. The solid precipitate that formed was washed with ˜1 mL of i-prOH yielding 20% (...